Dataset: the Open Reaction Database (ORD), a public repository of structured organic reaction records. Task: describe an organic reaction: reactants, conditions, products, and yield The reactants are CC1=C(C(=CC=C1)C)NC(CN1CCN(CC1)CC(COC1CC2=CC=CC=C2C1)O)=O (N-(2,6-dimethylphenyl)-2-[4-(2-hydroxy-3-indan-2-yloxypropyl)piperazinyl]acetamide), COC1=C(CO)C=CC(=C1)OC (2,4-dimethoxy-benzylalcohol). Run in CC(C)O (2-propanol). Yields the product COC1=C(C=CC(=C1)OC)COCC(CN1CCN(CC1)CC(=O)NC1=C(C=CC=C1C)C)O (2-(4-{3-[(2,4-dimethoxyphenyl)methoxy]-2-hydroxypropyl}piperazinyl)-N-(2,6-dimethylphenyl)acetamide). RXN SMILES: [CH3:1][C:2]1[CH:7]=[CH:6][CH:5]=[C:4]([CH3:8])[C:3]=1[NH:9][C:10](=[O:32])[CH2:11][N:12]1[CH2:17][CH2:16][N:15]([CH2:18][CH:19]([OH:31])[CH2:20][O:21][CH:22]2CC3C(=CC=CC=3)C2)[CH2:14][CH2:13]1.[CH3:33][O:34][C:35]1[CH:42]=[C:41]([O:43][CH3:44])[CH:40]=[CH:39][C:36]=1CO>CC(O)C>[CH3:33][O:34][C:35]1[CH:42]=[C:41]([O:43][CH3:44])[CH:40]=[CH:39][C:36]=1[CH2:22][O:21][CH2:20][CH:19]([OH:31])[CH2:18][N:15]1[CH2:14][CH2:13][N:12]([CH2:11][C:10]([NH:9][C:3]2[C:2]([CH3:1])=[CH:7][CH:6]=[CH:5][C:4]=2[CH3:8])=[O:32])[CH2:17][CH2:16]1. Reported procedure: Compound 19 was prepared in a similar manner to compound 7, substituting the commercially available 2,4-dimethoxy-benzylalcohol for 2-propanol in part C. MS (M+1)=472.42 Reactants: CCO, BrCCC=C(c1ccccc1)c1ccccc1. Yields the product BrCCCC(c1ccccc1)c1ccccc1. As a reaction SMILES: [CH3:18][CH2:19][OH:20].[c:1]1([C:7](=[CH:8][CH2:9][CH2:10][Br:11])[c:12]2[cH:13][cH:14][cH:15][cH:16][cH:17]2)[cH:2][cH:3][cH:4][cH:5][cH:6]1>>[c:1]1([CH:7]([CH2:8][CH2:9][CH2:10][Br:11])[c:12]2[cH:13][cH:14][cH:15][cH:16][cH:17]2)[cH:2][cH:3][cH:4][cH:5][cH:6]1. Starting materials: ClCCl, CCCC(NC1CCc2cc(F)cc(F)c2C1)C(=O)Nc1nnc(C(C)(C)CO)s1. Product: CCCC(NC1CCc2cc(F)cc(F)c2C1)C(=O)Nc1nnc(C(C)(C)C=O)s1. RXN SMILES: [CH2:31]([Cl:32])[Cl:33].[OH:1][CH2:2][C:3]([CH3:4])([CH3:5])[c:6]1[n:7][n:8][c:9]([NH:11][C:12]([CH:13]([CH2:14][CH2:15][CH3:16])[NH:17][CH:18]2[CH2:19][c:20]3[c:21]([F:29])[cH:22][c:23]([F:28])[cH:24][c:25]3[CH2:26][CH2:27]2)=[O:30])[s:10]1>>[O:1]=[CH:2][C:3]([CH3:4])([CH3:5])[c:6]1[n:7][n:8][c:9]([NH:11][C:12]([CH:13]([CH2:14][CH2:15][CH3:16])[NH:17][CH:18]2[CH2:19][c:20]3[c:21]([F:29])[cH:22][c:23]([F:28])[cH:24][c:25]3[CH2:26][CH2:27]2)=[O:30])[s:10]1.